Dataset: the Open Reaction Database (ORD), a public repository of structured organic reaction records. Task: describe an organic reaction: reactants, conditions, products, and yield The reactants are C1(=CC=C(C=C1)S(=O)(=O)N1CCN(CCN(CCN(CCCN(C1)S(=O)(=O)C1=CC=C(C=C1)C)S(=O)(=O)C1=CC=C(C=C1)C)S(=O)(=O)C1=CC=C(C=C1)C)S(=O)(=O)C1=CC=C(C=C1)C)C (1,4,7,10,14-penta(p-toluenesulfonyl)-1,4,7,10,14-pentaazacyclopentadecane), OS(=O)(=O)O (H2SO4), C(C)O (ethanol). The solvent is C(C)OCC (ethyl ether). Conditions: temperature 100 celsius. Yields the product N1CCNCCNCCNCCCNC1 (1,4,7,10,14-Pentaazacyclopentadecane). The yield is 39.0%. As a reaction SMILES: C1(C)C=CC(S([N:10]2[CH2:24][N:23](S(C3C=CC(C)=CC=3)(=O)=O)[CH2:22][CH2:21][CH2:20][N:19](S(C3C=CC(C)=CC=3)(=O)=O)[CH2:18][CH2:17][N:16](S(C3C=CC(C)=CC=3)(=O)=O)[CH2:15][CH2:14][N:13](S(C3C=CC(C)=CC=3)(=O)=O)[CH2:12][CH2:11]2)(=O)=O)=CC=1.OS(O)(=O)=O.C(O)C>C(OCC)C>[NH:10]1[CH2:24][NH:23][CH2:22][CH2:21][CH2:20][NH:19][CH2:18][CH2:17][NH:16][CH2:15][CH2:14][NH:13][CH2:12][CH2:11]1. Procedure: A mixture of 1,4,7,10,14-penta(p-toluenesulfonyl)-1,4,7,10,14-pentaazacyclopentadecane prepared as in Example 12 A (28.5 g, 0.0279 mole) and concentrated H2SO4 (100 ml) was heated at 100° C. with stirring under a dry argon atmosphere for 72 H. To the resulting brown solution, ethanol (100 ml) was added dropwise with stirring at 0° C. followed by ethyl ether (1 l). The tan solid was filtered and washed thoroughly with ethyl ether. The solid was then dissolved in H2O (100 ml) and the resulting sol... Starting materials: IC=1C=NN(C1)CCCCC(F)(F)F (4-Iodo-1-(5,5,5-trifluoropentyl)-1H-pyrazole), C(C)(C)[Mg]Cl (isopropylmagnesium chloride), FC(C(=O)N1CCCCC1)(F)F (2,2,2-Trifluoro-1-(piperidin-1-yl)ethanone), C(C)(C)[Mg]Cl (iPrMgCl). Solvent: O1CCCC1 (tetrahydrofuran). Run at temperature -78 celsius, time 30 minute. The product is FC(C(=O)C=1C=NN(C1)CCCCC(F)(F)F)(F)F (2,2,2-Trifluoro-1-(1-(5,5,5-trifluoropentyl)-1H-pyrazol-4-yl)ethanone). The yield is 63.6%. Reaction SMILES: I[C:2]1[CH:3]=[N:4][N:5]([CH2:7][CH2:8][CH2:9][CH2:10][C:11]([F:14])([F:13])[F:12])[CH:6]=1.C([Mg]Cl)(C)C.[F:20][C:21]([F:31])([F:30])[C:22](N1CCCCC1)=[O:23]>O1CCCC1>[F:20][C:21]([F:31])([F:30])[C:22]([C:2]1[CH:3]=[N:4][N:5]([CH2:7][CH2:8][CH2:9][CH2:10][C:11]([F:14])([F:13])[F:12])[CH:6]=1)=[O:23]. Procedure: To a stirred solution of Intermediate 12A (460 mg, 1.446 mmol) in tetrahydrofuran (5 mL) at 0° C. was added isopropylmagnesium chloride (0.795 mL, 1.591 mmol) quickly. After 30 min, additional 0.25 eq of iPrMgCl was added and after 30 min, the mixture was cooled to −78° C. 2,2,2-Trifluoro-1-(piperidin-1-yl)ethanone (288 mg, 1.591 mmol) was added quickly and the reaction was warmed to rt and stirred for 3 h. The reaction was quenched with sat'd aq NH4Cl and diluted with EtOAc. The organic layer w... Starting materials: ClC1=NC(=C2C(=N1)NN=C2)N2CC1CCC(C2)O1 (6-chloro-4-(8-oxa-3-aza-bicyclo[3.2.1]oct-3-yl)-1H-pyrazolo[3,4-d]pyrimidine), FCCO (2-fluoroethanol), CC(C)OC(=O)/N=N/C(=O)OC(C)C (DIAD). Run in C1CCOC1 (THF). Conditions: time 20 minute. Yields the product ClC1=NC(=C2C(=N1)N(N=C2)CCF)N2CC1CCC(C2)O1 (3-(6-Chloro-1-(2-fluoroethyl)-1H-pyrazolo[3,4-d]pyrimidin-4-yl)-8-oxa-3-azabicyclo[3.2.1]octane), solid. RXN SMILES: [Cl:1][C:2]1[N:7]=[C:6]2[NH:8][N:9]=[CH:10][C:5]2=[C:4]([N:11]2[CH2:17][CH:16]3[O:18][CH:13]([CH2:14][CH2:15]3)[CH2:12]2)[N:3]=1.[F:19][CH2:20][CH2:21]O.CC(OC(/N=N/C(OC(C)C)=O)=O)C>C1COCC1>[Cl:1][C:2]1[N:7]=[C:6]2[N:8]([CH2:21][CH2:20][F:19])[N:9]=[CH:10][C:5]2=[C:4]([N:11]2[CH2:17][CH:16]3[O:18][CH:13]([CH2:14][CH2:15]3)[CH2:12]2)[N:3]=1. Procedure: To 6-chloro-4-(8-oxa-3-aza-bicyclo[3.2.1]oct-3-yl)-1H-pyrazolo[3,4-d]pyrimidine (0.9 g, 3.42 mmol), 2-fluoroethanol (0.3 mL, 5.13 mmol) triphenylphosphine (1.35 g, 5.13 mmol) in THF (22.5 mL) at 0 C is added DIAD (1.0 mL, 5.13 mmol) in drops over 5 min. After 20 min the reaction mixture is allowed to warm to 25 C. After 18 h the mixture is concentrated in vacuo, absorbed onto silica gel using ether and chromatographed on silica gel eluting with hexane/ethyl acetate. 3-(6-Chloro-1-(2-fluoroethyl)...